Dataset: the Open Reaction Database (ORD), a public repository of structured organic reaction records. Task: describe an organic reaction: reactants, conditions, products, and yield Reactants: Cc1noc(-c2ccc(Br)cc2)c1CC(=O)O, BrCc1ccccc1, O=C([O-])[O-], [Cs+], [Cs+]. The product is Cc1noc(-c2ccc(Br)cc2)c1CC(=O)OCc1ccccc1. As a reaction SMILES: [Br:15][c:16]1[cH:17][cH:18][c:19](-[c:22]2[c:23]([CH2:28][C:29](=[O:30])[OH:31])[c:24]([CH3:27])[n:25][o:26]2)[cH:20][cH:21]1.[Br:1][CH2:2][c:3]1[cH:4][cH:5][cH:6][cH:7][cH:8]1.[C:9](=[O:10])([O-:11])[O-:12].[Cs+:13].[Cs+:14]>>[CH2:2]([c:3]1[cH:4][cH:5][cH:6][cH:7][cH:8]1)[O:31][C:29]([CH2:28][c:23]1[c:22](-[c:19]2[cH:18][cH:17][c:16]([Br:15])[cH:21][cH:20]2)[o:26][n:25][c:24]1[CH3:27])=[O:30]. Reactants: C(C)OC(C(CCCCC)C1=CC(=CC=C1)N)=O (2-(3-amino-phenyl)-heptanoic acid ethyl ester), CC(=CC(=O)Cl)C (3,3-dimethylacryloyl chloride). The solvent is C(Cl)(Cl)Cl (chloroform). The product is C(C)OC(C(CCCCC)C1=CC(=CC=C1)NC(C=C(C)C)=O)=O (2-[3-(3-methyl-but-2-enoylamino)-phenyl]-heptanoic acid ethyl ester). Reaction SMILES: [CH2:1]([O:3][C:4](=[O:18])[CH:5]([C:11]1[CH:16]=[CH:15][CH:14]=[C:13]([NH2:17])[CH:12]=1)[CH2:6][CH2:7][CH2:8][CH2:9][CH3:10])[CH3:2].[CH3:19][C:20]([CH3:25])=[CH:21][C:22](Cl)=[O:23]>C(Cl)(Cl)Cl>[CH2:1]([O:3][C:4](=[O:18])[CH:5]([C:11]1[CH:16]=[CH:15][CH:14]=[C:13]([NH:17][C:22](=[O:23])[CH:21]=[C:20]([CH3:25])[CH3:19])[CH:12]=1)[CH2:6][CH2:7][CH2:8][CH2:9][CH3:10])[CH3:2]. Reported procedure: A solution of 2-(3-amino-phenyl)-heptanoic acid ethyl ester (3.866 g, 15.5 mmole) in 40 mL of chloroform was treated with 1.73 mL of 3,3-dimethylacryloyl chloride. The mixture was heated at reflux for four hours, quenched by the addition of 100 mL water and extracted with three 50 mL portions of chloroform. The combined organic extracts were washed with 100 mL of saturated aqueous sodium bicarbonate solution, 100 mL of water and 100 mL of saturated aqueous sodium chloride solution. The organic p...